This data is from the Open Reaction Database (ORD), a public repository of structured organic reaction records. The task is: describe an organic reaction: reactants, conditions, products, and yield The reactants are O=C([O-])[O-], COC(=O)Cc1ccccc1S(N)(=O)=O, CC#N, O=C=Nc1nc(Cl)cc(Cl)n1, [K+], [K+], O. Product: COC(=O)Cc1ccccc1S(=O)(=O)NC(=O)Nc1nc(Cl)cc(Cl)n1. Reaction SMILES: [C:16](=[O:17])([O-:18])[O-:19].[CH3:1][O:2][C:3]([CH2:4][c:5]1[c:6]([S:11](=[O:12])(=[O:13])[NH2:14])[cH:7][cH:8][cH:9][cH:10]1)=[O:15].[CH3:33][C:34]#[N:35].[Cl:22][c:23]1[n:24][c:25]([N:30]=[C:31]=[O:32])[n:26][c:27]([Cl:29])[cH:28]1.[K+:20].[K+:21].[OH2:36]>>[CH3:1][O:2][C:3]([CH2:4][c:5]1[c:6]([S:11](=[O:12])(=[O:13])[NH:14][C:31]([NH:30][c:25]2[n:24][c:23]([Cl:22])[cH:28][c:27]([Cl:29])[n:26]2)=[O:32])[cH:7][cH:8][cH:9][cH:10]1)=[O:15].